This data is from the Open Reaction Database (ORD), a public repository of structured organic reaction records. The task is: describe an organic reaction: reactants, conditions, products, and yield Run at temperature 80 celsius. Reaction SMILES: CS([C:5]1[CH:10]=[CH:9][C:8]([CH2:11][CH2:12][C:13]([C:15]2[C:16]([NH:22][C:23]3[CH:28]=[CH:27][CH:26]=[C:25]([N+:29]([O-:31])=[O:30])[CH:24]=3)=[N:17][C:18]([CH3:21])=[CH:19][CH:20]=2)=[O:14])=[CH:7][CH:6]=1)(=O)=O.[CH3:32][O:33][C:34](=[O:38])[C:35](Cl)=O>C1COCC1>[CH3:32][O:33][C:34]([C:35]1[N:22]([C:23]2[CH:28]=[CH:27][CH:26]=[C:25]([N+:29]([O-:31])=[O:30])[CH:24]=2)[C:16]2[C:15]([C:13](=[O:14])[C:12]=1[CH2:11][C:8]1[CH:9]=[CH:10][CH:5]=[CH:6][CH:7]=1)=[CH:20][CH:19]=[C:18]([CH3:21])[N:17]=2)=[O:38]. Procedure details: 3-(4-Methanesulfonyl-phenyl)-1-[6-methyl-2-(3-nitrophenylamino)-pyridin-3-yl]-propan-1-one (0.1 g) was dissolved in THF (5 mL). Chloro-oxo-acetic acid methyl ester (0.1 mL) was added, and the mixture heated by microwave at 80° C. for 1 h. The product was concentrated, the residue taken up in MeOH (5 mL), K2CO3 (0.1 g) added, and the mixture heated at 50° C. for 15 min. The product was cooled and concentrated, and purified by prep TLC (50% EtOAc/hexane) to provide 3-benzyl-7-methyl-1-(3-nitrophen... The solvent is C1CCOC1 (THF). Product: COC(=O)C=1N(C2=NC(=CC=C2C(C1CC1=CC=CC=C1)=O)C)C1=CC(=CC=C1)[N+](=O)[O-] (3-benzyl-7-methyl-1-(3-nitrophenyl)-4-oxo-1,4-dihydro[1,8]-naphthyridine-2-carboxylic acid methyl ester). Starting materials: CS(=O)(=O)C1=CC=C(C=C1)CCC(=O)C=1C(=NC(=CC1)C)NC1=CC(=CC=C1)[N+](=O)[O-] (3-(4-Methanesulfonyl-phenyl)-1-[6-methyl-2-(3-nitrophenylamino)-pyridin-3-yl]-propan-1-one), COC(C(=O)Cl)=O (Chloro-oxo-acetic acid methyl ester). Product: C(C(C)C)OC(=O)C=C(C)NC1CC(CC(C1)(C)C)(C)C(C(=O)OCC(C)C)NC(=C)C (1-(1-isobutoxycarbonyl-2-prop-1-enylamino)-3-(1-isobutoxycarbonyl-2-prop-1-enylaminomethyl)-3,5,5-trimethylcyclohexane). As a reaction SMILES: [CH3:1][C:2]1([CH3:12])[CH2:7][C:6]([CH2:9][NH2:10])([CH3:8])[CH2:5][CH:4]([NH2:11])[CH2:3]1.[C:13]([O:19][CH2:20][CH:21]([CH3:23])[CH3:22])(=[O:18])[CH2:14][C:15]([CH3:17])=O>CO>[CH2:20]([O:19][C:13]([CH:14]=[C:15]([NH:11][CH:4]1[CH2:3][C:2]([CH3:12])([CH3:1])[CH2:7][C:6]([CH:9]([NH:10][C:15]([CH3:17])=[CH2:14])[C:13]([O:19][CH2:20][CH:21]([CH3:23])[CH3:22])=[O:18])([CH3:8])[CH2:5]1)[CH3:17])=[O:18])[CH:21]([CH3:23])[CH3:22]. Yield: 99.4%. Procedure details: To isophoronediamine (139.23 g, 0.819 mol) in methanol (700 ml) was slowly added with stirring isobutyl acetoacetate (262.31 g, 1.660 mol) in methanol (700 ml) over 45 minutes, during which the temperature increased from 22° C. to 30° C. The reaction mixture was allowed to stand at 21° C. overnight (15 h). Further methanol was added, and removal of solvent and drying (91° C./100 Pa) gave 1-(1-isobutoxycarbonyl-2-prop-1-enylamino)-3-(1-isobutoxycarbonyl-2-prop-1-enylaminomethyl)-3,5,5-trimethylcy... Reactants: CC1(CC(CC(C1)(C)CN)N)C (isophoronediamine), C(CC(=O)C)(=O)OCC(C)C (isobutyl acetoacetate). Conditions: time 8 hour. Run in CO (methanol), CO (methanol), CO (methanol). The reactants are C(CCC)O.O.C(C)(=O)O (n-butanol water acetic acid), C13H16BrNO, N1=CC=C(C)C2=CC=CC=C12 (lepidine), BrCCCO (3-bromo-1-propanol). Solvent: O1CCOCC1 (1,4-dioxane), CCOCC (ether). The product is [Br-].OCCC[N+]1=CC=C(C2=CC=CC=C12)C (1-(3-Hydroxypropyl)-4-methylquinolinium bromide). Reaction SMILES: [N:1]1[C:11]2[C:6](=[CH:7][CH:8]=[CH:9][CH:10]=2)[C:4]([CH3:5])=[CH:3][CH:2]=1.[Br:12][CH2:13][CH2:14][CH2:15][OH:16].C(O)CCC.O.C(O)(=O)C>O1CCOCC1.CCOCC>[Br-:12].[OH:16][CH2:15][CH2:14][CH2:13][N+:1]1[C:11]2[C:6](=[CH:7][CH:8]=[CH:9][CH:10]=2)[C:4]([CH3:5])=[CH:3][CH:2]=1 |f:2.3.4,7.8|. Reported procedure: A solution of lepidine (0.49 g, 3.43 mmol) and 3-bromo-1-propanol (3.1 ml, 34 mmol) in 3.0 ml of 1,4-dioxane was refluxed for 17 h. The solution was cooled to room temperature and then diluted with 30 ml of ether. The product separated as an oil and the ether layer was discarded. The oil was crystallized from methylene chloride: 367-mg (38%) yield; TLC (5:3:2, n-butanol/water/acetic acid), Rf=0.40; 1H NMR δ 9.39 (1H, d, J=6.0 Hz, aromatic), 8.57 (2H, t, J=9.1 Hz, aromatic), 8.27 (1H, t, J=7.8 Hz...